This data is from the Open Reaction Database (ORD), a public repository of structured organic reaction records. The task is: describe an organic reaction: reactants, conditions, products, and yield Starting materials: [Li]C(C)(C)C, CI, CCCCC, CN(Cc1cnc(Cl)c(Cl)c1)C1=CC(=O)OC1, C1CCOC1. Product: CC1OC(=O)C=C1N(C)Cc1cnc(Cl)c(Cl)c1. Reaction SMILES: [C:18]([Li:19])([CH3:20])([CH3:21])[CH3:22].[CH3:23][I:24].[CH3:30][CH2:31][CH2:32][CH2:33][CH3:34].[Cl:1][c:2]1[cH:3][c:4]([CH2:9][N:10]([C:11]2=[CH:12][C:13](=[O:16])[O:14][CH2:15]2)[CH3:17])[cH:5][n:6][c:7]1[Cl:8].[O:25]1[CH2:26][CH2:27][CH2:28][CH2:29]1>>[Cl:1][c:2]1[cH:3][c:4]([CH2:9][N:10]([C:11]2=[CH:12][C:13](=[O:16])[O:14][CH:15]2[CH3:18])[CH3:17])[cH:5][n:6][c:7]1[Cl:8].